Dataset: the Open Reaction Database (ORD), a public repository of structured organic reaction records. Task: describe an organic reaction: reactants, conditions, products, and yield The reactants are [H][H] (hydrogen), C(C=1C(O)=CC=CC1)=O (salicylaldehyde), CNC (dimethylamine). The reagents and catalysts are [Pd] (palladium on charcoal). Solvent: O (water). Product: CN(C)CC1=C(C=CC=C1)O (2-Dimethylaminomethyl phenol), orange liquid. RXN SMILES: [CH:1](=O)[C:2]1[C:3](=[CH:5][CH:6]=[CH:7][CH:8]=1)[OH:4].[CH3:10][NH:11][CH3:12].[H][H]>O.[Pd]>[CH3:10][N:11]([CH2:1][C:2]1[CH:8]=[CH:7][CH:6]=[CH:5][C:3]=1[OH:4])[CH3:12]. Reported procedure: 2-Dimethylaminomethyl phenol was prepared by the method of S. Cavitt, "J. Org. Chem.", 27, 1211 (1962). 61.0 gm salicylaldehyde, 127 gm 25% by wt dimethylamine in water and 1.2 gm 10% by wt palladium on charcoal are placed in a pressure bottle of a Parr hydrogenator and hydrogenated until 41.7 lbs of hydrogen are taken up. The experiment is repeated and reaction mixtures combined. The catalyst is filtered off and the filtrate made acidic (pH 2), extracted with ether, and the ether discarded. The... Starting materials: NC=1N=C(SC1C(=O)N)SC (4-amino-2-(methylthio)thiazole-5-carboxamide), C(=O)O (formic acid). The solvent is O (water). The product is CSC=1SC2=C(NC=NC2=O)N1 (2-(Methylthio)thiazolo[4,5-d]pyrimidin-7(4H)-one). Isolated yield 84.0%. Reaction SMILES: [NH2:1][C:2]1[N:3]=[C:4]([S:10][CH3:11])[S:5][C:6]=1[C:7]([NH2:9])=[O:8].[CH:12](O)=O>O>[CH3:11][S:10][C:4]1[S:5][C:6]2[C:7](=[O:8])[N:9]=[CH:12][NH:1][C:2]=2[N:3]=1. Procedure details: A mixture of 4-amino-2-(methylthio)thiazole-5-carboxamide (3.37 g, 17.8 mmol) in formic acid (10 mL) was stirred at reflux for 12 hours. After cooled to ambient temperature, the reaction mixture was diluted with water (30 mL) and the precipitate was collected by filtration. The resulting solid was further washed with water and dried in vacuo. The product was obtained as a yellow solid (2.978 g, 84%). 1H NMR (300 MHz, d6-DMSO) δ 12.83 (br, 1H), 8.26 (s, 1H), 2.80 (s, 3H); LC-MS: 200 (MH+). Reactants: C=O, Cc1cnc2ccc(-c3ccc(C#N)cc3)cc2n1, CCO, CC1CCCN1, Cl. Yields the product CC1CCCN1CCc1cnc2ccc(-c3ccc(C#N)cc3)cc2n1. As a reaction SMILES: [CH2:8]=[O:9].[CH3:10][c:11]1[cH:12][n:13][c:14]2[cH:15][cH:16][c:17](-[c:21]3[cH:22][cH:23][c:24]([C:25]#[N:26])[cH:27][cH:28]3)[cH:18][c:19]2[n:20]1.[CH3:29][CH2:30][OH:31].[CH3:2][CH:3]1[NH:4][CH2:5][CH2:6][CH2:7]1.[ClH:1]>>[CH3:2][CH:3]1[N:4]([CH2:8][CH2:10][c:11]2[cH:12][n:13][c:14]3[cH:15][cH:16][c:17](-[c:21]4[cH:22][cH:23][c:24]([C:25]#[N:26])[cH:27][cH:28]4)[cH:18][c:19]3[n:20]2)[CH2:5][CH2:6][CH2:7]1. Reactants: CC(C)=O, CCO, ClCCl, FC(F)(F)SCl. Yields the product CC(=O)CSC(F)(F)F. As a reaction SMILES: [CH3:1][C:2]([CH3:3])=[O:4].[CH3:5][CH2:6][OH:7].[Cl:14][CH2:15][Cl:16].[F:8][C:9]([S:10][Cl:11])([F:12])[F:13]>>[CH2:1]([C:2]([CH3:3])=[O:4])[S:10][C:9]([F:8])([F:12])[F:13]. The reactants are BrC=1C(=C2C(=NC1)NC=C2NC(C2=CN=CC=C2)=O)F (N-(5-bromo-4-fluoro-1H-pyrrolo[2,3-b]pyridin-3-yl)nicotinamide), N1CC(CCC1)NC(OC(C)(C)C)=O (tert-butyl piperidin-3-ylcarbamate). The product is BrC=1C(=C2C(=NC1)NC=C2NC(C2=CN=CC=C2)=O)N2C[C@H](CCC2)NC(OC(C)(C)C)=O ((S)-tert-Butyl 1-(5-bromo-3-(nicotinamido)-1H-pyrrolo[2,3-b]pyridin-4-yl)piperidin-3-ylcarbamate). Isolated yield 41.0%. RXN SMILES: [Br:1][C:2]1[C:3](F)=[C:4]2[C:10]([NH:11][C:12](=[O:19])[C:13]3[CH:18]=[CH:17][CH:16]=[N:15][CH:14]=3)=[CH:9][NH:8][C:5]2=[N:6][CH:7]=1.[NH:21]1[CH2:26][CH2:25][CH2:24][CH:23]([NH:27][C:28](=[O:34])[O:29][C:30]([CH3:33])([CH3:32])[CH3:31])[CH2:22]1>>[Br:1][C:2]1[C:3]([N:21]2[CH2:26][CH2:25][CH2:24][C@H:23]([NH:27][C:28](=[O:34])[O:29][C:30]([CH3:32])([CH3:31])[CH3:33])[CH2:22]2)=[C:4]2[C:10]([NH:11][C:12](=[O:19])[C:13]3[CH:18]=[CH:17][CH:16]=[N:15][CH:14]=3)=[CH:9][NH:8][C:5]2=[N:6][CH:7]=1. Reported procedure: (S)-tert-Butyl 1-(5-bromo-3-(nicotinamido)-1H-pyrrolo[2,3-b]pyridin-4-yl)piperidin-3-ylcarbamate (63 mg, 41%) was prepared as described in Example 1, Step J, using N-(5-bromo-4-fluoro-1H-pyrrolo[2,3-b]pyridin-3-yl)nicotinamide (100 mg, 0.298 mmol, Example 1, Step I) and substituting (S)-tert-butyl piperidin-3-ylcarbamate (179 mg, 0.895 mmol) for tert-butyl piperidin-3-ylcarbamate. The reactants are OO (hydrogen peroxide), 32.2, CC=1C=CC=C2C(C(NC12)=O)=O (7-methylisatin), C[O-].[Na+] (sodium methylate), CO (methanol). Reaction conditions: time 2 hour. Yields the product CC1=C(C(C(=O)OC)=CC=C1)N (methyl 3-methylanthranilate). Yield: 78.0%. As a reaction SMILES: OO.[CH3:3][C:4]1[CH:5]=[CH:6][CH:7]=[C:8]2[C:12]=1[NH:11]C(=O)C2=O.[CH3:15][O-:16].[Na+].[CH3:18][OH:19]>>[CH3:3][C:4]1[CH:5]=[CH:6][CH:7]=[C:8]([C:15]([O:19][CH3:18])=[O:16])[C:12]=1[NH2:11] |f:2.3|. Procedure details: 15 parts of 50 percent strength by weight hydrogen peroxide solution are added slowly to a solution of 32.2 parts of 7-methylisatin and 12 parts of sodium methylate in 400 parts of methanol at 0° C. Thereafter, the mixture is stirred for 2 hours at room temperature and worked up as described in Example 1. 25.5 parts (78% of theory) of methyl 3-methylanthranilate, of melting point 27°-29° C., are obtained. The reactants are CCc1cc(OC(=O)c2ccccc2)cc(C)c1OCc1ccccc1, CCOC(C)=O, [H][H]. Yields the product CCc1cc(OC(=O)c2ccccc2)cc(C)c1O. As a reaction SMILES: [C:1]([c:2]1[cH:3][cH:4][cH:5][cH:6][cH:7]1)(=[O:8])[O:9][c:10]1[cH:11][c:12]([CH2:25][CH3:26])[c:13]([O:17][CH2:18][c:19]2[cH:20][cH:21][cH:22][cH:23][cH:24]2)[c:14]([CH3:16])[cH:15]1.[CH3:29][CH2:30][O:31][C:32](=[O:33])[CH3:34].[H:27][H:28]>>[C:1]([c:2]1[cH:3][cH:4][cH:5][cH:6][cH:7]1)(=[O:8])[O:9][c:10]1[cH:11][c:12]([CH2:25][CH3:26])[c:13]([OH:17])[c:14]([CH3:16])[cH:15]1. Yields the product C(CC)C=1SC2=C(C(=NC=3C=C(C=CC23)OCC=2C=NC=CC2)N)N1 (2-propyl-7-[(pyridin-3-yl)methoxy]thiazolo[4,5-c]quinolin-4-amine). As a reaction SMILES: [C:1]([O:4][C:5]1[CH:6]=[CH:7][C:8]2[C:9]3[S:18][C:17]([CH2:19][CH2:20][CH3:21])=[N:16][C:10]=3[C:11]([NH2:15])=[N:12][C:13]=2[CH:14]=1)(=O)[CH3:2].C(=O)([O-])[O-].[Cs+].[Cs+].CN(C=O)C.I.I[CH2:35][C:36]1[CH:37]=[N:38][CH:39]=CC=1>ClCCl>[CH2:19]([C:17]1[S:18][C:9]2[C:8]3[CH:7]=[CH:6][C:5]([O:4][CH2:1][C:2]4[CH:39]=[N:38][CH:37]=[CH:36][CH:35]=4)=[CH:14][C:13]=3[N:12]=[C:11]([NH2:15])[C:10]=2[N:16]=1)[CH2:20][CH3:21] |f:1.2.3,5.6|. Starting materials: C(C)(=O)OC=1C=CC=2C3=C(C(=NC2C1)N)N=C(S3)CCC (4-amino-2-propylthiazolo[4,5-c]quinolin-7-ol acetate), C([O-])([O-])=O.[Cs+].[Cs+] (cesium carbonate), CN(C)C=O (DMF), I.ICC=1C=NC=CC1 (3-(Iodomethyl)pyridine hydroiodide). Isolated yield 45.7%. Reported procedure: A mixture of 4-amino-2-propylthiazolo[4,5-c]quinolin-7-ol acetate (318 mg, 1.0 mmol), cesium carbonate (1.3 g, 4.0 mmol), and DMF (20 mL) was stirred at 75° C. for 10 minutes. 3-(Iodomethyl)pyridine hydroiodide (381 mg, 1.1 mmol) was added in portions over a period of 3 hours. The heat source was removed and the reaction mixture was stirred at ambient temperature overnight. The reaction mixture was diluted with water (250 mL), stirred for 1 hour, and then filtered. The isolated solid was rinsed ... Reaction conditions: temperature 75 celsius, time 10 minute. The solvent is ClCCl (dichloromethane). Reactants: O=C1CCN(CC1)C1=CC=C(C#N)C=C1 (4-(4-oxo-piperidin-1-yl)-benzonitrile), Cl.CNC (dimethylamine hydrochloride), [BH3-]C#N.[Na+] (NaCNBH3), [BH3-]C#N.[Na+] (NaCNBH3), Cl (HCl). The solvent is CO (MeOH). Reaction conditions: time 8 hour. Yields the product CN(C1CCN(CC1)C1=CC=C(C#N)C=C1)C (4-(4-Dimethylamino-piperidin-1-yl)-benzonitrile). As a reaction SMILES: O=[C:2]1[CH2:7][CH2:6][N:5]([C:8]2[CH:15]=[CH:14][C:11]([C:12]#[N:13])=[CH:10][CH:9]=2)[CH2:4][CH2:3]1.Cl.[CH3:17][NH:18][CH3:19].[BH3-]C#N.[Na+].Cl>CO>[CH3:17][N:18]([CH3:19])[CH:2]1[CH2:7][CH2:6][N:5]([C:8]2[CH:15]=[CH:14][C:11]([C:12]#[N:13])=[CH:10][CH:9]=2)[CH2:4][CH2:3]1 |f:1.2,3.4|. Procedure: A mixture of 4-(4-oxo-piperidin-1-yl)-benzonitrile (100 mg, 0.5 mmol, reference example 116) dimethylamine hydrochloride (408 mg, 5 mmol) and NaCNBH3 (25 mg, 0.4 mmol) was dissolved in MeOH (7 mL) and stirred at room temperature overnight. After 24 h, additional NaCNBH3 (24 mg, 0.38 mmol) was added and the mixture was stirred overnight at room temperature. The pH of the mixture was adjusted to pH 2 with concentrated HCl and extracted with Et2O (3×). The aqueous phase was adjusted to pH 10 with K... Starting materials: ClC1=NC(=CC=C1CN1N=C2N(C=CC(=C2C2=CC=NC=C2)C2=CC=C(C=C2)Cl)C1=O)C(F)(F)F (2-((2-chloro-6-(trifluoromethyl)pyridin-3-yl)methyl)-7-(4-chlorophenyl)-8-(pyridin-4-yl)-[1,2,4]triazolo[4,3-a]pyridin-3(2H)-one), CN (methylamine). Run in CS(=O)C (DMSO), O (water), O (water). Product: ClC1=CC=C(C=C1)C1=C(C=2N(C=C1)C(N(N2)CC=2C(=NC(=CC2)C(F)(F)F)NC)=O)C2=CC=NC=C2 (7-(4-chlorophenyl)-2-((2-(methylamino)-6-(trifluoromethyl)pyridin-3-yl)methyl)-8-(pyridin-4-yl)-[1,2,4]triazolo[4,3-a]pyridin-3(2H)-one). The yield is 63.0%. Reaction SMILES: Cl[C:2]1[C:7]([CH2:8][N:9]2[C:30](=[O:31])[N:12]3[CH:13]=[CH:14][C:15]([C:23]4[CH:28]=[CH:27][C:26]([Cl:29])=[CH:25][CH:24]=4)=[C:16]([C:17]4[CH:22]=[CH:21][N:20]=[CH:19][CH:18]=4)[C:11]3=[N:10]2)=[CH:6][CH:5]=[C:4]([C:32]([F:35])([F:34])[F:33])[N:3]=1.[CH3:36][NH2:37]>CS(C)=O.O>[Cl:29][C:26]1[CH:27]=[CH:28][C:23]([C:15]2[CH:14]=[CH:13][N:12]3[C:30](=[O:31])[N:9]([CH2:8][C:7]4[C:2]([NH:37][CH3:36])=[N:3][C:4]([C:32]([F:33])([F:35])[F:34])=[CH:5][CH:6]=4)[N:10]=[C:11]3[C:16]=2[C:17]2[CH:22]=[CH:21][N:20]=[CH:19][CH:18]=2)=[CH:24][CH:25]=1. Reported procedure: A solution of 2-((2-chloro-6-(trifluoromethyl)pyridin-3-yl)methyl)-7-(4-chlorophenyl)-8-(pyridin-4-yl)-[1,2,4]triazolo[4,3-a]pyridin-3(2H)-one (26 mg, 0.05 mmol) in DMSO (0.5 mL) and 40 wt. % methylamine in water (0.5 mL) was heated in a microwave oven at 200° C. for 30 min. After cooling to room temperature, the reaction mixture was diluted with water and extracted with EtOAc (10 mL×2). The combined EtOAc extracts were concentrated under reduced pressure. The crude product was purified using pr...